From a dataset of the Open Reaction Database (ORD), a public repository of structured organic reaction records. describe an organic reaction: reactants, conditions, products, and yield Starting materials: C(C)C1OC(CCC(C1)NS(=O)C(C)(C)C)C=1N(N=CC1[N+](=O)[O-])C (N-(2-ethyl-7-(2-methyl-4-nitro-pyrazol-3-yl)oxepan-4-yl)-2-methyl-propane-2-sulfinamide), CCCP(=O)=O (propylphosphonic anhydride), Cl (HCl), O1CCOCC1 (dioxane), C(C)(C)(C)OC(=O)NC1=C(N=C(S1)C1=C(C=CC=C1F)F)C(=O)O (5-(tert-Butoxycarbonylamino)-2-(2,6-difluorophenyl)thiazole-4-carboxylic acid), CCN(C(C)C)C(C)C (DIPEA). The reagents and catalysts are [OH-].[OH-].[Pd+2] (Pd(OH)2/C). Solvent: CO (MeOH), CO (MeOH). Reaction conditions: temperature 50 celsius, time 16 hour. Yields the product NC1=C(N=C(S1)C1=C(C=CC=C1F)F)C(=O)NC=1C=NN(C1[C@@H]1O[C@@H](CC(CC1)N)CC)C (5-amino-N-(5-((2R,7R)-5-amino-7-ethyloxepan-2-yl)-1-methyl-1H-pyrazol-4-yl)-2-(2,6-difluorophenyl)thiazole-4-carboxamide). Yield: 6.1%. As a reaction SMILES: [CH2:1]([CH:3]1[CH2:9][CH:8]([NH:10]S(C(C)(C)C)=O)[CH2:7][CH2:6][CH:5]([C:17]2[N:18]([CH3:25])[N:19]=[CH:20][C:21]=2[N+:22]([O-])=O)[O:4]1)[CH3:2].C(OC([NH:33][C:34]1[S:38][C:37]([C:39]2[C:44]([F:45])=[CH:43][CH:42]=[CH:41][C:40]=2[F:46])=[N:36][C:35]=1[C:47](O)=[O:48])=O)(C)(C)C.CCN(C(C)C)C(C)C.CCCP(=O)=O.Cl.O1CCOCC1>CO.[OH-].[OH-].[Pd+2]>[NH2:33][C:34]1[S:38][C:37]([C:39]2[C:44]([F:45])=[CH:43][CH:42]=[CH:41][C:40]=2[F:46])=[N:36][C:35]=1[C:47]([NH:22][C:21]1[CH:20]=[N:19][N:18]([CH3:25])[C:17]=1[C@H:5]1[CH2:6][CH2:7][CH:8]([NH2:10])[CH2:9][C@@H:3]([CH2:1][CH3:2])[O:4]1)=[O:48] |f:7.8.9|. Procedure: A solution of N-(2-ethyl-7-(2-methyl-4-nitro-pyrazol-3-yl)oxepan-4-yl)-2-methyl-propane-2-sulfinamide (118 mg, 0.31 mmol) in MeOH (20 mL) was passed through the H-Cube® (full H2, 60° C., flow rate: 1 mL/min, 30 mm 20% Pd(OH)2/C cartridge). The solvent was removed under reduced pressure and the crude residue was re-dissolved in MeOH (1 mL). 5-(tert-Butoxycarbonylamino)-2-(2,6-difluorophenyl)thiazole-4-carboxylic acid (119 mg, 0.33 mmol) was added followed by DIPEA (0.16 mL, 0.95 mmol) and the rea...